From a dataset of the Open Reaction Database (ORD), a public repository of structured organic reaction records. describe an organic reaction: reactants, conditions, products, and yield Reactants: Cc1cccc(-c2nn(C(C)(C)C)c3ncnc(N)c23)c1C, O=CO, Cl. The product is Cc1cccc(-c2n[nH]c3ncnc(N)c23)c1C. Reaction SMILES: [C:1]([CH3:2])([CH3:3])([CH3:4])[n:5]1[n:6][c:7](-[c:15]2[c:16]([CH3:22])[c:17]([CH3:21])[cH:18][cH:19][cH:20]2)[c:8]2[c:9]1[n:10][cH:11][n:12][c:13]2[NH2:14].[CH:23]([OH:24])=[O:25].[ClH:26]>>[nH:5]1[n:6][c:7](-[c:15]2[c:16]([CH3:22])[c:17]([CH3:21])[cH:18][cH:19][cH:20]2)[c:8]2[c:9]1[n:10][cH:11][n:12][c:13]2[NH2:14]. The reactants are BrCCCBr, O=C([O-])[O-], Cn1ccc2c1C(=O)CNS2(=O)=O, CC(C)=O, [K+], [K+]. Product: Cn1ccc2c1C(=O)CN(CCCBr)S2(=O)=O. RXN SMILES: [Br:14][CH2:15][CH2:16][CH2:17][Br:18].[C:19](=[O:20])([O-:21])[O-:22].[CH3:1][n:2]1[cH:3][cH:4][c:5]2[c:6]1[C:7](=[O:13])[CH2:8][NH:9][S:10]2(=[O:11])=[O:12].[CH3:25][C:26](=[O:27])[CH3:28].[K+:23].[K+:24]>>[CH3:1][n:2]1[cH:3][cH:4][c:5]2[c:6]1[C:7](=[O:13])[CH2:8][N:9]([CH2:17][CH2:16][CH2:15][Br:14])[S:10]2(=[O:11])=[O:12]. Reactants: CN(C)CCCSc1ccccc1N, O=Cc1ccccc1, O, Cc1ccccc1C. The product is CN(C)CCCSc1ccccc1N=Cc1ccccc1. As a reaction SMILES: [CH3:1][N:2]([CH2:3][CH2:4][CH2:5][S:6][c:7]1[c:8]([NH2:9])[cH:10][cH:11][cH:12][cH:13]1)[CH3:14].[CH:15](=[O:16])[c:17]1[cH:18][cH:19][cH:20][cH:21][cH:22]1.[OH2:31].[c:23]1([CH3:24])[c:25]([CH3:26])[cH:27][cH:28][cH:29][cH:30]1>>[CH3:1][N:2]([CH2:3][CH2:4][CH2:5][S:6][c:7]1[c:8]([N:9]=[CH:15][c:17]2[cH:18][cH:19][cH:20][cH:21][cH:22]2)[cH:10][cH:11][cH:12][cH:13]1)[CH3:14].